Dataset: the Open Reaction Database (ORD), a public repository of structured organic reaction records. Task: describe an organic reaction: reactants, conditions, products, and yield Starting materials: NCC(C1=CNC2=CC(=CC=C12)OC1COCC1)C=1C(=C(C=CC1)NC(OCC1=CC=CC=C1)=O)C (benzyl 3-(2-amino-1-(6-(tetrahydrofuran-3-yloxy)-1H-indol-3-yl)ethyl)-2-methylphenylcarbamate), O=CC(=O)OCC (ethyl 2-oxoacetate), C1(=CC=CC=C1)C (toluene), Cl (hydrogen chloride), O1CCOCC1 (1,4-dioxane). The solvent is C(C)(=O)OCC.C(Cl)Cl (ethyl acetate CH2Cl2). Run at time 16 hour. Product: C(C1=CC=CC=C1)OC(=O)NC=1C(=C(C=CC1)C1=CN=C(C=2NC3=CC(=CC=C3C21)OC2COCC2)C(=O)OCC)C (Ethyl 4-(3-(benzyloxycarbonylamino)-2-methylphenyl)-7-(tetrahydrofuran-3-yloxy)-9H-pyrido[3,4-b]indole-1-carboxylate). The yield is 30.4%. As a reaction SMILES: [NH2:1][CH2:2][CH:3]([C:19]1[C:20]([CH3:36])=[C:21]([NH:25][C:26](=[O:35])[O:27][CH2:28][C:29]2[CH:34]=[CH:33][CH:32]=[CH:31][CH:30]=2)[CH:22]=[CH:23][CH:24]=1)[C:4]1[C:12]2[C:7](=[CH:8][C:9]([O:13][CH:14]3[CH2:18][CH2:17][O:16][CH2:15]3)=[CH:10][CH:11]=2)[NH:6][CH:5]=1.O=[CH:38][C:39]([O:41][CH2:42][CH3:43])=[O:40].C1(C)C=CC=CC=1.Cl.O1CCOCC1>C(OCC)(=O)C.C(Cl)Cl>[CH2:28]([O:27][C:26]([NH:25][C:21]1[C:20]([CH3:36])=[C:19]([C:3]2[C:4]3[C:12]4[C:7](=[CH:8][C:9]([O:13][CH:14]5[CH2:18][CH2:17][O:16][CH2:15]5)=[CH:10][CH:11]=4)[NH:6][C:5]=3[C:38]([C:39]([O:41][CH2:42][CH3:43])=[O:40])=[N:1][CH:2]=2)[CH:24]=[CH:23][CH:22]=1)=[O:35])[C:29]1[CH:34]=[CH:33][CH:32]=[CH:31][CH:30]=1 |f:5.6|. Reported procedure: To a solution of benzyl 3-(2-amino-1-(6-(tetrahydrofuran-3-yloxy)-1H-indol-3-yl)ethyl)-2-methylphenylcarbamate (0.678 g, 1.396 mmol) and ethyl 2-oxoacetate in toluene (50%) (0.554 mL, 2.79 mmol) at room temperature was added hydrogen chloride in 1,4-dioxane (4.0 M) (0.419 mL, 1.676 mmol). The mixture was stirred room temperature for 16 hr. The volatiles were removed under vacuum. The residue was diluted with water (50 mL), basified with NaHCO3 solution to pH 10, and extracted with ethyl acetate ... The reactants are InCl3, C(CC(O)(C(=O)[O-])CC(=O)[O-])(=O)[O-].[NH4+].[NH4+].[NH4+] (ammonium citrate), [In] (Indium). The solvent is O (H2O), Cl (HCl), Cl (HCl). Yields the product C(CC(O)(C(=O)[O-])CC(=O)[O-])(=O)[O-].[In+3] (indium citrate). RXN SMILES: [In:1].[C:2]([O-:14])(=[O:13])[CH2:3][C:4]([CH2:9][C:10]([O-:12])=[O:11])([C:6]([O-:8])=[O:7])[OH:5].[NH4+].[NH4+].[NH4+]>Cl.O>[C:2]([O-:14])(=[O:13])[CH2:3][C:4]([CH2:9][C:10]([O-:12])=[O:11])([C:6]([O-:8])=[O:7])[OH:5].[In+3:1] |f:1.2.3.4,7.8|. Procedure details: Indium foil (226.3 mg) is dissolved in HCl and diluted with H2O to give 1.97×103 mol per 100 ml in 0.6 N HCl. Indium citrate solution is prepared by mixing 5 ul of 1.97×10-2M InCl3 (9.85×10-8 mol) with 94 ul of 0.1M ammonium citrate, pH 5.58 to give 9.85×10-4M indium citrate after addition of 1 ul of 111In (13 uCi) in 0.1M ammonium citrate.